From a dataset of the Open Reaction Database (ORD), a public repository of structured organic reaction records. describe an organic reaction: reactants, conditions, products, and yield Starting materials: Nc1ccc(Br)cc1F, CCOC(=O)c1sc2cnccc2c1OS(=O)(=O)C(F)(F)C(F)(F)C(F)(F)C(F)(F)F, C1CCC2=NCCCN2CC1, Cc1ccccc1, CCOC(C)=O. Yields the product CCOC(=O)c1sc2cnccc2c1Nc1ccc(Br)cc1F. Reaction SMILES: [Br:32][c:33]1[cH:34][c:35]([F:40])[c:36]([NH2:37])[cH:38][cH:39]1.[CH2:1]([CH3:2])[O:3][C:4](=[O:5])[c:6]1[c:7]([O:15][S:16]([C:17]([F:18])([F:19])[C:20]([F:21])([F:22])[C:23]([F:24])([F:25])[C:26]([F:27])([F:28])[F:29])(=[O:30])=[O:31])[c:8]2[c:9]([cH:10][n:11][cH:12][cH:13]2)[s:14]1.[CH2:41]1[CH2:42][CH2:43][C:44]2=[N:49][CH2:48][CH2:47][CH2:46][N:45]2[CH2:50][CH2:51]1.[CH3:52][c:53]1[cH:54][cH:55][cH:56][cH:57][cH:58]1.[CH3:59][CH2:60][O:61][C:62](=[O:63])[CH3:64]>>[CH2:1]([CH3:2])[O:3][C:4](=[O:5])[c:6]1[c:7]([NH:37][c:36]2[c:35]([F:40])[cH:34][c:33]([Br:32])[cH:39][cH:38]2)[c:8]2[c:9]([cH:10][n:11][cH:12][cH:13]2)[s:14]1. Starting materials: O=C([O-])[O-], CN, CCOC(C)=O, CCC(=O)N1CCC(c2cnc(N)c(-c3nnc(-c4ccc(CBr)cc4)o3)n2)CC1, [Na+], [Na+], C1CCOC1. The product is CCC(=O)N1CCC(c2cnc(N)c(-c3nnc(-c4ccc(CNC)cc4)o3)n2)CC1. RXN SMILES: [C:31](=[O:32])([O-:33])[O-:34].[CH3:37][NH2:38].[CH3:44][CH2:45][O:46][C:47](=[O:48])[CH3:49].[NH2:1][c:2]1[n:3][cH:4][c:5]([CH:21]2[CH2:22][CH2:23][N:24]([C:27]([CH2:28][CH3:29])=[O:30])[CH2:25][CH2:26]2)[n:6][c:7]1-[c:8]1[o:9][c:10](-[c:13]2[cH:14][cH:15][c:16]([CH2:19][Br:20])[cH:17][cH:18]2)[n:11][n:12]1.[Na+:35].[Na+:36].[O:39]1[CH2:40][CH2:41][CH2:42][CH2:43]1>>[NH2:1][c:2]1[n:3][cH:4][c:5]([CH:21]2[CH2:22][CH2:23][N:24]([C:27]([CH2:28][CH3:29])=[O:30])[CH2:25][CH2:26]2)[n:6][c:7]1-[c:8]1[o:9][c:10](-[c:13]2[cH:14][cH:15][c:16]([CH2:19][NH:38][CH3:37])[cH:17][cH:18]2)[n:11][n:12]1. The product is OC1(c2ccccc2)CCN(CCC2Cc3ccccc3O2)CC1. Reaction SMILES: [CH3:42][CH:43]([CH3:44])[CH2:45][C:46](=[O:47])[CH3:48].[Na+:36].[Na+:37].[O-:38][C:39](=[O:40])[O-:41].[OH:23][C:24]1([c:30]2[cH:31][cH:32][cH:33][cH:34][cH:35]2)[CH2:25][CH2:26][NH:27][CH2:28][CH2:29]1.[S:1]([O:2][CH2:12][CH2:13][CH:14]1[O:15][c:16]2[c:17]([cH:19][cH:20][cH:21][cH:22]2)[CH2:18]1)([c:3]1[cH:4][cH:5][c:6]([CH3:7])[cH:8][cH:9]1)(=[O:10])=[O:11]>>[CH2:12]([CH2:13][CH:14]1[O:15][c:16]2[c:17]([cH:19][cH:20][cH:21][cH:22]2)[CH2:18]1)[N:27]1[CH2:26][CH2:25][C:24]([OH:23])([c:30]2[cH:31][cH:32][cH:33][cH:34][cH:35]2)[CH2:29][CH2:28]1. Starting materials: CC(=O)CC(C)C, [Na+], [Na+], O=C([O-])[O-], OC1(c2ccccc2)CCNCC1, Cc1ccc(S(=O)(=O)OCCC2Cc3ccccc3O2)cc1. Starting materials: [CH2]C, CN(C)C=O, ClCc1ccccc1, O=c1ncc(F)c[nH]1, [K]. Product: O=c1ncc(F)cn1Cc1ccccc1. As a reaction SMILES: [CH2:18][CH3:19].[CH3:20][N:21]([CH3:22])[CH:23]=[O:24].[Cl:1][CH2:2][c:3]1[cH:4][cH:5][cH:6][cH:7][cH:8]1.[F:10][c:11]1[cH:12][n:13][c:14](=[O:17])[nH:15][cH:16]1.[K:9]>>[CH2:2]([c:3]1[cH:4][cH:5][cH:6][cH:7][cH:8]1)[n:15]1[c:14](=[O:17])[n:13][cH:12][c:11]([F:10])[cH:16]1. The reactants are C(CCl)Cl (EDC), CC1=C(C(=O)O)C=CC(=C1)C (2,4-dimethylbenzoic acid), NaHCO3(sat), OCC1=CC=C(C=C1)C(CN(C(OC(C)(C)C)=O)C)C(=O)NC=1C=C2C=CN=CC2=CC1 (tert-butyl 2-(4-(hydroxymethyl)phenyl)-3-(isoquinolin-6-ylamino)-3-oxopropyl(methyl)carbamate). The reagents and catalysts are CN(C)C=1C=CN=CC1 (DMAP). The solvent is N1=CC=CC=C1 (pyridine). Run at time 8 hour. The product is CC1=C(C(=O)OCC2=CC=C(C=C2)C(C(=O)NC=2C=C3C=CN=CC3=CC2)CN(C)C(=O)OC(C)(C)C)C=CC(=C1)C (4-(3-(tert-butoxycarbonyl(methyl)amino)-1-(isoquinolin-6-ylamino)-1-oxopropan-2-yl)benzyl 2,4-dimethylbenzoate). RXN SMILES: [OH:1][CH2:2][C:3]1[CH:8]=[CH:7][C:6]([CH:9]([C:20]([NH:22][C:23]2[CH:24]=[C:25]3[C:30](=[CH:31][CH:32]=2)[CH:29]=[N:28][CH:27]=[CH:26]3)=[O:21])[CH2:10][N:11]([CH3:19])[C:12](=[O:18])[O:13][C:14]([CH3:17])([CH3:16])[CH3:15])=[CH:5][CH:4]=1.C(Cl)CCl.[CH3:37][C:38]1[CH:46]=[C:45]([CH3:47])[CH:44]=[CH:43][C:39]=1[C:40](O)=[O:41]>N1C=CC=CC=1.CN(C1C=CN=CC=1)C>[CH3:37][C:38]1[CH:46]=[C:45]([CH3:47])[CH:44]=[CH:43][C:39]=1[C:40]([O:1][CH2:2][C:3]1[CH:4]=[CH:5][C:6]([CH:9]([CH2:10][N:11]([C:12]([O:13][C:14]([CH3:15])([CH3:17])[CH3:16])=[O:18])[CH3:19])[C:20]([NH:22][C:23]2[CH:24]=[C:25]3[C:30](=[CH:31][CH:32]=2)[CH:29]=[N:28][CH:27]=[CH:26]3)=[O:21])=[CH:7][CH:8]=1)=[O:41]. Reported procedure: To tert-butyl 2-(4-(hydroxymethyl)phenyl)-3-(isoquinolin-6-ylamino)-3-oxopropyl(methyl)carbamate (E205-1) in pyridine was added was added EDC, DMAP, and 2,4-dimethylbenzoic acid, and the solution was stirred overnight at room temperature. The mixture was poured into NaHCO3(sat) and extracted with EtOAc. The organics were dried (MgSO4), filtered, and evaporated. Column chromatography (SiO2, 0-5% MeOH/CH2Cl2 gradient) gave pure 4-(3-(tert-butoxycarbonyl(methyl)amino)-1-(isoquinolin-6-ylamino)-1-ox... Reactants: C(C)OC(C(CC1=CN=C(S1)NC(=O)OC(C)(C)C)CSC(C)=O)=O (2-acetylsulfanylmethyl-3-(2-tert-butoxycarbonylamino-thiazol-5-yl)-propionic acid ethyl ester). Yield: 33.3%. The solvent is Cl (HCl). Yields the product NC=1SC(=CN1)CC(C(=O)O)CS (3-(2-Amino-thiazol-5-yl)-2-mercaptomethyl-propionic acid). Reaction SMILES: C([O:3][C:4](=[O:25])[CH:5]([CH2:20][S:21]C(=O)C)[CH2:6][C:7]1[S:11][C:10]([NH:12]C(OC(C)(C)C)=O)=[N:9][CH:8]=1)C>Cl>[NH2:12][C:10]1[S:11][C:7]([CH2:6][CH:5]([CH2:20][SH:21])[C:4]([OH:25])=[O:3])=[CH:8][N:9]=1. Procedure details: A solution of 2-acetylsulfanylmethyl-3-(2-tert-butoxycarbonylamino-thiazol-5-yl)-propionic acid ethyl ester (43 mg; 0.11 mmol) in concentrated HCl (1.5 mL) was refluxed under argon for 1.5 hours. The reaction mixture was allowed to cool to room temperature and concentrated under reduced pressure to yield 30 mg of the crude product. The crude product was purified by preparative HPLC to afford the title compound (8 mg; 21%) as the hydrochloride salt.